This data is from the Open Reaction Database (ORD), a public repository of structured organic reaction records. The task is: describe an organic reaction: reactants, conditions, products, and yield Reactants: O=[N+]([O-])c1ccc(Oc2ccnc3cc(Br)sc23)c(F)c1, COc1ccc(B(O)O)cn1, COCCOC, [Na+], O=C([O-])O, O. Yields the product COc1ccc(-c2cc3nccc(Oc4ccc([N+](=O)[O-])cc4F)c3s2)cn1. As a reaction SMILES: [Br:1][c:2]1[cH:3][c:4]2[n:5][cH:6][cH:7][c:8]([O:11][c:12]3[c:13]([F:21])[cH:14][c:15]([N+:18](=[O:19])[O-:20])[cH:16][cH:17]3)[c:9]2[s:10]1.[CH3:22][O:23][c:24]1[cH:25][cH:26][c:27]([B:30]([OH:31])[OH:32])[cH:28][n:29]1.[CH3:38][O:39][CH2:40][CH2:41][O:42][CH3:43].[Na+:37].[O-:33][C:34]([OH:35])=[O:36].[OH2:44]>>[c:2]1(-[c:27]2[cH:26][cH:25][c:24]([O:23][CH3:22])[n:29][cH:28]2)[cH:3][c:4]2[n:5][cH:6][cH:7][c:8]([O:11][c:12]3[c:13]([F:21])[cH:14][c:15]([N+:18](=[O:19])[O-:20])[cH:16][cH:17]3)[c:9]2[s:10]1. Reactants: C(C1=CC=CC=C1)C(=O)CCC (benzyl-propyl-ketone), C(CC)N (n-propylamine), [Cl-].[Ca+2].[Cl-] (calcium chloride), [BH4-].[Na+] (sodium borohydride). The solvent is C1=CC=CC=C1 (benzene), CO (methanol), O (water). Conditions: time 6 hour. Yields the product C(CC)NC(CC1=CC=CC=C1)CCC (N-propyl-1-phenyl-2-pentylamine). RXN SMILES: [CH2:1]([C:8]([CH2:10][CH2:11][CH3:12])=O)[C:2]1[CH:7]=[CH:6][CH:5]=[CH:4][CH:3]=1.[CH2:13]([NH2:16])[CH2:14][CH3:15].[Cl-].[Ca+2].[Cl-].[BH4-].[Na+]>C1C=CC=CC=1.CO.O>[CH2:13]([NH:16][CH:8]([CH2:10][CH2:11][CH3:12])[CH2:1][C:2]1[CH:7]=[CH:6][CH:5]=[CH:4][CH:3]=1)[CH2:14][CH3:15] |f:2.3.4,5.6|. Reported procedure: 11.0 g (0.068 mole) of benzyl-propyl-ketone are dissolved in 110 ml of benzene, whereupon 8.0 g (0.135 mole) of n-propylamine and 22.6 g (0.2 mole) of anhydrous calcium chloride are added to the solution. The reaction mixture is stirred at 40°-50° C. for 6 hours, then filtered and evaporated. The crude ketimine thus obtained is dissolved in 120 ml of methanol, whereupon 6.4 g (0.17 mole) of sodium borohydride are added. The reaction mixture is allowed to stand, whereupon it is poured into 500 ml... The reactants are FC1=CC=C(CN)C=C1 (4-Fluorobenzylamine), FC1=C(C(=O)NC2=C(C=CC=C2)C)C=CC=N1 (2-Fluoro-N-o-tolylnicotinamide). Product: FC1=C(C(=O)NCC2=CC=C(C=C2)F)C=CC=N1 (2-Fluoro-N-(4-fluorobenzyl)nicotinamide). Yield: 100.0%. RXN SMILES: [F:1][C:2]1[CH:9]=[CH:8][C:5]([CH2:6][NH2:7])=[CH:4][CH:3]=1.[F:10][C:11]1[N:26]=[CH:25][CH:24]=[CH:23][C:12]=1[C:13](NC1C=CC=CC=1C)=[O:14]>>[F:10][C:11]1[N:26]=[CH:25][CH:24]=[CH:23][C:12]=1[C:13]([NH:7][CH2:6][C:5]1[CH:8]=[CH:9][C:2]([F:1])=[CH:3][CH:4]=1)=[O:14]. Procedure: 4-Fluorobenzylamine (Aldrich, 0.18 mL, 1.6 mmol) was converted to the desired compound (0.099 g, 100%) in a manner similar to the preparation of 2-fluoro-N-o-tolylnicotinamide (Step A of Example 8). MS(ESI+) m/z 249 (M+H)+. The reactants are B#B (diborane), Cl.FC(C(=O)O)C(CF)N (2,4-difluoro-3-aminobutanoic acid hydrochloride), CO (methanol). The solvent is O1CCCC1 (THF), O1CCCC1 (tetrahydrofuran). Run at time 12 hour. Product: Cl.FCC(C(CO)F)N (1,3-difluoro-4-hydroxy-2-aminobutane hydrochloride). Yield: 97.7%. Reaction SMILES: [ClH:1].[F:2][CH:3]([CH:7]([NH2:10])[CH2:8][F:9])[C:4](O)=[O:5].B#B.CO>O1CCCC1>[ClH:1].[F:9][CH2:8][CH:7]([NH2:10])[CH:3]([F:2])[CH2:4][OH:5] |f:0.1,5.6|. Procedure: To a suspension of 2,4-difluoro-3-aminobutanoic acid hydrochloride (2 g, 11.4 mmol) in anhydrous tetrahydrofuran (THF) (60 mL) at 0° C. is added a solution of 1 M diborane in THF (57 mL, 57 mmol). The reaction mixture is slowly allowed to warm up to room temperature and, after stirring for 12 hours, methanol (60 mL) is added. The solvent is evaporated in vacuo, the residue dissolved in 1 N hydrochloric acid (40 mL), and the aqueous layer extracted twice with ether. The aqueous phase is concentra... Reactants: COc1ccc(CC(CC(=O)N2CCOCC2)C(=O)OCc2ccccc2)cc1, CCO, [H][H]. Yields the product COc1ccc(CC(CC(=O)N2CCOCC2)C(=O)O)cc1. RXN SMILES: [CH3:1][O:2][c:3]1[cH:4][cH:5][c:6]([CH2:7][CH:8]([C:9](=[O:10])[O:11][CH2:12][c:13]2[cH:14][cH:15][cH:16][cH:17][cH:18]2)[CH2:19][C:20](=[O:21])[N:22]2[CH2:23][CH2:24][O:25][CH2:26][CH2:27]2)[cH:28][cH:29]1.[CH3:32][CH2:33][OH:34].[H:30][H:31]>>[CH3:1][O:2][c:3]1[cH:4][cH:5][c:6]([CH2:7][CH:8]([C:9](=[O:10])[OH:11])[CH2:19][C:20](=[O:21])[N:22]2[CH2:23][CH2:24][O:25][CH2:26][CH2:27]2)[cH:28][cH:29]1. Reactants: C(C1=CC=CC=C1)OC1=CC2=C(C=C(O2)C(CC)(CC)O)C=C1 (3-(6-Benzyloxy-benzofuran-2-yl)-pentan-3-ol), C1(=CC=CC=C1O)C (o-cresol), B(F)(F)F.O(CC)CC (BF3 OEt2). The product is C(C1=CC=CC=C1)OC1=CC2=C(C=C(O2)C(CC)(CC)C2=CC(=C(C=C2)O)C)C=C1 (4-[1-(6-Benzyloxy-benzofuran-2-yl)-1-ethyl-propyl]-2-methyl-phenol). Yield: 78.9%. Reaction SMILES: [CH2:1]([O:8][C:9]1[CH:23]=[CH:22][C:12]2[CH:13]=[C:14]([C:16](O)([CH2:19][CH3:20])[CH2:17][CH3:18])[O:15][C:11]=2[CH:10]=1)[C:2]1[CH:7]=[CH:6][CH:5]=[CH:4][CH:3]=1.[C:24]1([CH3:31])[C:29]([OH:30])=[CH:28][CH:27]=[CH:26][CH:25]=1.B(F)(F)F.O(CC)CC>>[CH2:1]([O:8][C:9]1[CH:23]=[CH:22][C:12]2[CH:13]=[C:14]([C:16]([C:26]3[CH:27]=[CH:28][C:29]([OH:30])=[C:24]([CH3:31])[CH:25]=3)([CH2:19][CH3:20])[CH2:17][CH3:18])[O:15][C:11]=2[CH:10]=1)[C:2]1[CH:7]=[CH:6][CH:5]=[CH:4][CH:3]=1 |f:2.3|. Procedure details: 3-(6-Benzyloxy-benzofuran-2-yl)-pentan-3-ol (5.40 g, 17.4 mmol) and o-cresol (3.76 g, 34.8 mmol) and BF3—OEt2 (2.47 g, 17.4 mmol) are reacted analogous to Example 1D to give the title compound as a pale yellow oil (5.50 g, 79%).